Dataset: the Open Reaction Database (ORD), a public repository of structured organic reaction records. Task: describe an organic reaction: reactants, conditions, products, and yield Reactants: C1CCOC1, CO, Cl, COC(=O)C1(C(=O)Nc2cnn3ccc(N4CCCC4c4cc(F)ccc4F)nc23)CC1, [Li+], [OH-], O, O, O. Yields the product O=C(O)C1(C(=O)Nc2cnn3ccc(N4CCCC4c4cc(F)ccc4F)nc23)CC1. RXN SMILES: [CH2:37]1[O:38][CH2:39][CH2:40][CH2:41]1.[CH3:42][OH:43].[ClH:36].[F:1][c:2]1[c:3]([CH:9]2[N:10]([c:14]3[n:15][c:16]4[n:17]([cH:18][cH:19]3)[n:20][cH:21][c:22]4[NH:23][C:24](=[O:25])[C:26]3([C:29](=[O:30])[O:31][CH3:32])[CH2:27][CH2:28]3)[CH2:11][CH2:12][CH2:13]2)[cH:4][c:5]([F:8])[cH:6][cH:7]1.[Li+:35].[OH-:34].[OH2:33].[OH2:44].[OH2:45]>>[F:1][c:2]1[c:3]([CH:9]2[N:10]([c:14]3[n:15][c:16]4[n:17]([cH:18][cH:19]3)[n:20][cH:21][c:22]4[NH:23][C:24](=[O:25])[C:26]3([C:29](=[O:30])[OH:31])[CH2:27][CH2:28]3)[CH2:11][CH2:12][CH2:13]2)[cH:4][c:5]([F:8])[cH:6][cH:7]1. Reactants: CN(C)CCO, O=C(Cl)C12Cc3cnn(-c4ccc(F)cc4)c3C=C1CCN(S(=O)(=O)c1ccc(N3CCOCC3)nc1)C2. The product is CN(C)CCOC(=O)C12Cc3cnn(-c4ccc(F)cc4)c3C=C1CCN(S(=O)(=O)c1ccc(N3CCOCC3)nc1)C2. RXN SMILES: [CH3:39][N:40]([CH2:41][CH2:42][OH:43])[CH3:44].[F:1][c:2]1[cH:3][cH:4][c:5](-[n:8]2[n:9][cH:10][c:11]3[c:12]2[CH:13]=[C:14]2[CH2:15][CH2:16][N:17]([S:24](=[O:25])(=[O:26])[c:27]4[cH:28][n:29][c:30]([N:33]5[CH2:34][CH2:35][O:36][CH2:37][CH2:38]5)[cH:31][cH:32]4)[CH2:18][C:19]2([C:21](=[O:22])[Cl:23])[CH2:20]3)[cH:6][cH:7]1>>[F:1][c:2]1[cH:3][cH:4][c:5](-[n:8]2[n:9][cH:10][c:11]3[c:12]2[CH:13]=[C:14]2[CH2:15][CH2:16][N:17]([S:24](=[O:25])(=[O:26])[c:27]4[cH:28][n:29][c:30]([N:33]5[CH2:34][CH2:35][O:36][CH2:37][CH2:38]5)[cH:31][cH:32]4)[CH2:18][C:19]2([C:21](=[O:22])[O:43][CH2:42][CH2:41][N:40]([CH3:39])[CH3:44])[CH2:20]3)[cH:6][cH:7]1.